From a dataset of the Open Reaction Database (ORD), a public repository of structured organic reaction records. describe an organic reaction: reactants, conditions, products, and yield Reaction SMILES: [CH2:35]1[O:36][CH2:37][CH2:38][CH2:39]1.[Cl:1][c:2]1[cH:3][cH:4][cH:5][c:6]2[cH:7][c:8]([CH:16]([CH3:17])[N:18]3[C:19](=[O:28])[c:20]4[cH:21][cH:22][cH:23][cH:24][c:25]4[C:26]3=[O:27])[c:9]([CH:12]([CH2:13][OH:14])[OH:15])[n:10][c:11]12.[I+3:29]([O-:30])([O-:31])([O-:32])[O-:33].[Na+:34].[OH2:40]>>[Cl:1][c:2]1[cH:3][cH:4][cH:5][c:6]2[cH:7][c:8]([CH:16]([CH3:17])[N:18]3[C:19](=[O:28])[c:20]4[cH:21][cH:22][cH:23][cH:24][c:25]4[C:26]3=[O:27])[c:9]([CH:12]=[O:15])[n:10][c:11]12. Yields the product CC(c1cc2cccc(Cl)c2nc1C=O)N1C(=O)c2ccccc2C1=O. Starting materials: C1CCOC1, CC(c1cc2cccc(Cl)c2nc1C(O)CO)N1C(=O)c2ccccc2C1=O, [O-][I+3]([O-])([O-])[O-], [Na+], O. The reactants are C(C1=CC=CC=C1)(=O)OOC(C1=CC=CC=C1)=O (benzoyl peroxide), C(C1=CC=CC=C1)(=O)OOC(C1=CC=CC=C1)=O (benzoyl peroxide), IC(F)(F)C(F)(F)OC(F)(F)C(F)(F)S(=O)(=O)F (ICF2CF2OCF2CF2SO2F), [Si](OC)(OC)(OC)C=C ((CH3O)3SiCH═CH2). The solvent is N#N (N2). Reaction conditions: temperature 95 celsius, time 40 minute. The product is [Si](OC)(OC)(OC)CCC(F)(F)C(F)(F)OC(F)(F)C(F)(F)S(=O)(=O)F ((CH3O)3SiCH2CH2CF2CF2OCF2CF2SO2F), liquid. Reaction SMILES: I[C:2]([C:5]([O:8][C:9]([C:12]([S:15]([F:18])(=[O:17])=[O:16])([F:14])[F:13])([F:11])[F:10])([F:7])[F:6])([F:4])[F:3].[Si:19]([CH:26]=[CH2:27])([O:24][CH3:25])([O:22][CH3:23])[O:20][CH3:21].C(OOC(=O)C1C=CC=CC=1)(=O)C1C=CC=CC=1>N#N>[Si:19]([CH2:26][CH2:27][C:2]([C:5]([O:8][C:9]([C:12]([S:15]([F:18])(=[O:17])=[O:16])([F:14])[F:13])([F:11])[F:10])([F:7])[F:6])([F:4])[F:3])([O:24][CH3:25])([O:22][CH3:23])[O:20][CH3:21]. Procedure details: Following the teachings of Beckerbauer et al, op.cit., U.S. Pat. No. 5,958,822, (CH3O)3SiCH2CH2CF2CF2OCF2CF2SO2F was prepared as follows. To a stirred mixture of 85 g (0.2 mol) of ICF2CF2OCF2CF2SO2F available from the Shanghai Institute of Organic Chemistry, Shanghai, China, and 32 g (0.215 mol) of (CH3O)3SiCH═CH2 (Aldrich Chemical Company) was added 0.5 g of benzoyl peroxide (Aldrich) at 90 to 95° C. in N2 and the resulting mixture was stirred at 95° C. for 40 minutes. An additional 0.5 g of be... The reactants are C(C1=CC=CC=C1)=O (benzaldehyde), NC1=NC=CC=C1C (2-amino-3-picoline), NC1=CC=CC=C1 (aniline), C=CCCCC (1-hexene), C1(=CC=CC=C1)C (toluene), Rh(PPh3)3Cl. Reaction conditions: temperature 130 celsius, time 2.5 minute. Yields the product C(CCCCCC)(=O)C1=CC=CC=C1 (heptanophenone). RXN SMILES: [CH:1](=[O:8])[C:2]1[CH:7]=[CH:6][CH:5]=[CH:4][CH:3]=1.NC1C(C)=CC=CN=1.N[C:18]1[CH:23]=[CH:22][CH:21]=[CH:20][CH:19]=1.C=CCCCC.C1(C)C=CC=CC=1>>[C:1]([C:2]1[CH:7]=[CH:6][CH:5]=[CH:4][CH:3]=1)(=[O:8])[CH2:22][CH2:23][CH2:18][CH2:19][CH2:20][CH3:21]. Procedure: Under the same reaction procedure and conditions as in Example 1 (benzaldehyde 0.5 mmol, 2-amino-3-picoline 0.1 mmol, aniline 0.3 mmol, 1-hexene 2.5 mmol, toluene 0.87 mmol), various kinds of acids 0.03 mmol as shown in the following table 4, were added to each 500 ml pressure reactor. The mixture was stirred at normal temperature for 2-3 minutes and then combined with Rh(PPh3)3Cl 0.01 mmol. While the reactor was stopped with a stopper, the reactants were heated at 130° C. for 1 hour with stirri...